This data is from the Open Reaction Database (ORD), a public repository of structured organic reaction records. The task is: describe an organic reaction: reactants, conditions, products, and yield Procedure: A stirred solution of (4-bromomethyl-phenyl)acetic acid (80.0 mmol, 12.0 g) and thionyl chloride (240 mmol, 17.5 mL) in chloroform (200 mL) under a nitrogen atmosphere was heated under reflux for 16 hours. The solution was cooled to room temperature and concentrated under reduced pressure to a white solid. The solid was dissolved in dichloromethane and added dropwise to a solution of 1-heptylamine (95.9 mmol, 14.2 mL) and N,N-diisopropylethylamine (95.9 mmol, 16.7 mL) in dichloromethane (100 mL)... As a reaction SMILES: Br[CH2:2][C:3]1[CH:8]=[CH:7][C:6]([CH2:9][C:10]([OH:12])=O)=[CH:5][CH:4]=1.S(Cl)(Cl)=O.[CH2:17]([NH2:24])[CH2:18][CH2:19][CH2:20][CH2:21][CH2:22][CH3:23].C(N(CC)C(C)C)(C)C.Cl.C([O-])([O-])=[O:36].[Ca+2]>C(Cl)(Cl)Cl.ClCCl.O.O1CCOCC1>[CH2:17]([NH:24][C:10](=[O:12])[CH2:9][C:6]1[CH:5]=[CH:4][C:3]([CH2:2][OH:36])=[CH:8][CH:7]=1)[CH2:18][CH2:19][CH2:20][CH2:21][CH2:22][CH3:23] |f:5.6,9.10|. The solvent is ClCCl (dichloromethane), O.O1CCOCC1 (H2O dioxane), C(Cl)(Cl)Cl (chloroform). The product is C(CCCCCC)NC(CC1=CC=C(C=C1)CO)=O (N-heptyl-2-(4-hydroxymethyl-phenyl)-acetamide). Isolated yield 7.1%. Reaction conditions: time 25 minute. The reactants are C(CCCCCC)N (1-heptylamine), C(C)(C)N(C(C)C)CC (N,N-diisopropylethylamine), C(=O)([O-])[O-].[Ca+2] (CaCO3), BrCC1=CC=C(C=C1)CC(=O)O ((4-bromomethyl-phenyl)acetic acid), S(=O)(Cl)Cl (thionyl chloride), Cl (HCl), solid. Starting materials: FC(C=1C=C(C=CC1)C(C)=O)(F)F (m-trifluoromethylacetophenone), COC(N(C)C)OC (dimethylformamide dimethylacetal). Product: CN(C=CC(=O)C1=CC(=CC=C1)C(F)(F)F)C (3-Dimethylamino-3'-(trifluoromethyl)acrylophenone). As a reaction SMILES: [F:1][C:2]([F:13])([F:12])[C:3]1[CH:4]=[C:5]([C:9](=[O:11])[CH3:10])[CH:6]=[CH:7][CH:8]=1.CO[CH:16](OC)[N:17]([CH3:19])[CH3:18]>>[CH3:16][N:17]([CH3:19])[CH:18]=[CH:10][C:9]([C:5]1[CH:6]=[CH:7][CH:8]=[C:3]([C:2]([F:12])([F:13])[F:1])[CH:4]=1)=[O:11]. Procedure details: A reaction mixture of 50 g. of m-trifluoromethylacetophenone and 50 ml. of dimethylformamide dimethylacetal is refluxed for 16 hours under anhydrous conditions and then evaporated in vacuo to a thick orange-red oil. Hexane is added, the mixture is chilled and the desired product is collected by filtration as yellow crystals, m.p. 60.5°-62° C. Reactants: Br (HBr), NC1=NC=CN=C1Cl (2-amino-3-chloropyrazine), BrCC(OCC)OCC (BrCH2CH(OEt)2), C(=O)([O-])[O-].[Na+].[Na+] (Na2CO3). The product is ClC=1C=2N(C=CN1)C=CN2 (8-Chloro-imidazol[1,2-a]pyrazine). Procedure: HBr (48% in H2O) is added to a solution of 2-amino-3-chloropyrazine (1.2 g, 9.26 mmol) and BrCH2CH(OEt)2 (1.6 mL, 10 mmol) in MeOH and H2O (5 mL and 10 mL) at RT. The mixture is stirred for 24 h at RT and then heated to 40° C. for 48 h. The pH is adjusted to 7 with sat. Na2CO3. The mixture is extracted with CH2Cl2. The organic phase is dried over anhydrous Na2SO4. The product is purified by silica gel column chromatography (4% MeOH in CH2Cl2) to give the title compound as an off white solid. Run in CO (MeOH), O (H2O). Reaction SMILES: Br.[NH2:2][C:3]1[C:8]([Cl:9])=[N:7][CH:6]=[CH:5][N:4]=1.Br[CH2:11][CH:12](OCC)OCC.C([O-])([O-])=O.[Na+].[Na+]>CO.O>[Cl:9][C:8]1[C:3]2[N:4]([CH:11]=[CH:12][N:2]=2)[CH:5]=[CH:6][N:7]=1 |f:3.4.5|. Reaction conditions: time 24 hour. Starting materials: FC1=C(C=CC=C1S(=O)(=O)C)C1CCNCC1 (4-[2-fluoro-3-(methylsulfonyl)phenyl]-piperidine), C(C)#N (acetonitrile), C([O-])([O-])=O.[K+].[K+] (potassium carbonate), amine. Yields the product C(C)N1CCC(CC1)C1=C(C(=CC=C1)S(=O)(=O)C)F (1-ETHYL-4-[2-FLUORO-3-(METHYLSULFONYL)PHENYL]-PIPERIDINE). RXN SMILES: [F:1][C:2]1[C:7]([S:8]([CH3:11])(=[O:10])=[O:9])=[CH:6][CH:5]=[CH:4][C:3]=1[CH:12]1[CH2:17][CH2:16][NH:15][CH2:14][CH2:13]1.C(=O)([O-])[O-].[K+].[K+].[C:24](#N)[CH3:25]>>[CH2:24]([N:15]1[CH2:16][CH2:17][CH:12]([C:3]2[CH:4]=[CH:5][CH:6]=[C:7]([S:8]([CH3:11])(=[O:10])=[O:9])[C:2]=2[F:1])[CH2:13][CH2:14]1)[CH3:25] |f:1.2.3|. Procedure details: Preparation according to Example 1: 4-[2-fluoro-3-(methylsulfonyl)phenyl]-piperidine (0.185 g, 0.72 mmol), acetonitrile (10 ml), potassium carbonate (0.2 g, 1.44 mmol) 1-iodoethane (0.06 ml, 0.75 mmol). Yield: 0.15 g (73%). The amine was converted to several different salts and recrystallized from ethanol/diethyl ether. Hydrochloric acid salt m.p. 273-275° C., hydrobromic acid salt m.p. 267-268° C., fumaric acid salt m.p. 204-206° C., oxalic acid salt m.p. 163-165° C., sulfate salt m.p. 263-265°... Starting materials: NC(C(=O)N)C1=C(C=C(C=C1)Cl)F (2-amino-2-(4-chloro-2-fluorophenyl)acetamide), Cl (hydrochloric acid), C([O-])([O-])=O.[Na+].[Na+] (sodium carbonate), BrC(C(=O)C(F)(F)F)Br (1,1-dibromo-3,3,3-trifluoroacetone). The solvent is O (water), O (water). Reaction conditions: time 30 minute. The product is desired compound, ClC1=CC(=C(C=C1)C=1C(NC(=CN1)C(F)(F)F)=O)F (3-(4-chloro-2-fluorophenyl)-6-trifluoromethyl-2-oxo-1,2-dihydropyrazine). RXN SMILES: C(=O)([O-])[O-].[Na+].[Na+].Br[CH:8](Br)[C:9]([C:11]([F:14])([F:13])[F:12])=O.[NH2:16][CH:17]([C:21]1[CH:26]=[CH:25][C:24]([Cl:27])=[CH:23][C:22]=1[F:28])[C:18]([NH2:20])=[O:19].Cl>O>[Cl:27][C:24]1[CH:25]=[CH:26][C:21]([C:17]2[C:18](=[O:19])[NH:20][C:9]([C:11]([F:14])([F:13])[F:12])=[CH:8][N:16]=2)=[C:22]([F:28])[CH:23]=1 |f:0.1.2|. Procedure: To a mixed solution of 35.5 g of sodium carbonate and 120 ml of water was added dropwise 22.7 g of 1,1-dibromo-3,3,3-trifluoroacetone at such a rate that the temperature of the reaction mixture became not higher than 55° C. After completion of the dropwise addition, the mixture was stirred at room temperature for 30 minutes, followed by adding 150 ml of water and then 12.8 g of 2-amino-2-(4-chloro-2-fluorophenyl)acetamide, and the reaction was allowed to proceed at 60° C. for 2 hours. After comp... Starting materials: O=C([O-])O, O=C(Cl)CCl, [Na+], Cc1ccc(Cl)cc1NCC1OCCO1, C1COCCO1, O. Product: Cc1ccc(Cl)cc1N(CC1OCCO1)C(=O)CCl. RXN SMILES: [C:16](=[O:17])([OH:18])[O-:19].[Cl:27][CH2:28][C:29](=[O:30])[Cl:31].[Na+:20].[O:1]1[CH:2]([CH2:6][NH:7][c:8]2[c:9]([CH3:15])[cH:10][cH:11][c:12]([Cl:14])[cH:13]2)[O:3][CH2:4][CH2:5]1.[O:21]1[CH2:22][CH2:23][O:24][CH2:25][CH2:26]1.[OH2:32]>>[O:1]1[CH:2]([CH2:6][N:7]([c:8]2[c:9]([CH3:15])[cH:10][cH:11][c:12]([Cl:14])[cH:13]2)[C:29]([CH2:28][Cl:27])=[O:30])[O:3][CH2:4][CH2:5]1. Starting materials: BrC(Br)(Br)Br, CC#N, CCOC(C)=O, O=[N+]([O-])c1ccc2[nH]cc(CCO)c2c1, c1ccc(P(c2ccccc2)c2ccccc2)cc1. Yields the product O=[N+]([O-])c1ccc2[nH]cc(CCBr)c2c1. Reaction SMILES: [Br:35][C:36]([Br:37])([Br:38])[Br:39].[CH3:40][C:41]#[N:42].[CH3:43][CH2:44][O:45][C:46](=[O:47])[CH3:48].[N+:20](=[O:21])([O-:22])[c:23]1[cH:24][c:25]2[c:26]([CH2:32][CH2:33][OH:34])[cH:27][nH:28][c:29]2[cH:30][cH:31]1.[c:1]1([P:2]([c:3]2[cH:4][cH:5][cH:6][cH:7][cH:8]2)[c:9]2[cH:10][cH:11][cH:12][cH:13][cH:14]2)[cH:15][cH:16][cH:17][cH:18][cH:19]1>>[N+:20](=[O:21])([O-:22])[c:23]1[cH:24][c:25]2[c:26]([CH2:32][CH2:33][Br:35])[cH:27][nH:28][c:29]2[cH:30][cH:31]1.